From a dataset of the Open Reaction Database (ORD), a public repository of structured organic reaction records. describe an organic reaction: reactants, conditions, products, and yield Starting materials: CCOP(=O)(OCC)c1cc2cc([N+](=O)[O-])c(Cl)cc2[nH]c1=O, CO, [Cl-], [Fe], [NH4+], O. Yields the product CCOP(=O)(OCC)c1cc2cc(N)c(Cl)cc2[nH]c1=O. RXN SMILES: [CH2:1]([CH3:2])[O:3][P:4]([O:5][CH2:6][CH3:7])(=[O:8])[c:9]1[c:10](=[O:23])[nH:11][c:12]2[cH:13][c:14]([Cl:22])[c:15]([N+:19]([O-:20])=[O:21])[cH:16][c:17]2[cH:18]1.[CH3:26][OH:27].[Cl-:24].[Fe:29].[NH4+:25].[OH2:28]>>[CH2:1]([CH3:2])[O:3][P:4]([O:5][CH2:6][CH3:7])(=[O:8])[c:9]1[c:10](=[O:23])[nH:11][c:12]2[cH:13][c:14]([Cl:22])[c:15]([NH2:19])[cH:16][c:17]2[cH:18]1. The reactants are ClS(=O)(=O)O (Chlorosulfonic acid), C(C)(=O)NC1=CC=CC=C1 (acetanilide). Conditions: temperature 100 celsius. The product is C(C)(=O)NC1=CC=C(C=C1)S(=O)(=O)Cl (4-Acetamidobenzenesulfonyl chloride). Isolated yield 48.3%. As a reaction SMILES: [Cl:1][S:2]([OH:5])(=O)=[O:3].[C:6]([NH:9][C:10]1[CH:15]=[CH:14][CH:13]=[CH:12][CH:11]=1)(=[O:8])[CH3:7]>>[C:6]([NH:9][C:10]1[CH:15]=[CH:14][C:13]([S:2]([Cl:1])(=[O:5])=[O:3])=[CH:12][CH:11]=1)(=[O:8])[CH3:7]. Procedure details: Chlorosulfonic acid (10 ml, 0.15 mol) is added dropwise slowly to acetanilide (4 g, 0.029 mol). The mixture is then heated to 100° C. for one hour. The oil that forms is cooled and carefully poured onto ice. The resulting precipitate is collected by filtration affording the desired product (3.4 g, 0.014 mol, 48% yield). The sulfonyl chloride is used directly without further purification. Yield: 82.3%. Procedure details: To a solution of 2-(3-ethoxycarbonyl-2-propenylamino)benzamide (2.35 g) in methanol (50 ml) was added 10% palladium on carbon (230 mg). The mixture was stirred vigorously under 3 atmospheric pressure of hydrogen. After 2 hours, the catalyst was filtered off, and the solvent was evaporated. The residue was chromatographed on silica gel (40 g). Elution with a mixed solvent of ethyl acetate-hexane (1:1 V/V) gave 2-(3-ethoxycarbonylpropylamino)benzamide (1.95 g). Reagents/catalysts: [Pd] (palladium on carbon). Reaction SMILES: [CH2:1]([O:3][C:4]([CH:6]=[CH:7][CH2:8][NH:9][C:10]1[CH:18]=[CH:17][CH:16]=[CH:15][C:11]=1[C:12]([NH2:14])=[O:13])=[O:5])[CH3:2].[H][H]>CO.[Pd]>[CH2:1]([O:3][C:4]([CH2:6][CH2:7][CH2:8][NH:9][C:10]1[CH:18]=[CH:17][CH:16]=[CH:15][C:11]=1[C:12]([NH2:14])=[O:13])=[O:5])[CH3:2]. The solvent is CO (methanol). The product is C(C)OC(=O)CCCNC1=C(C(=O)N)C=CC=C1 (2-(3-ethoxycarbonylpropylamino)benzamide). The reactants are C(C)OC(=O)C=CCNC1=C(C(=O)N)C=CC=C1 (2-(3-ethoxycarbonyl-2-propenylamino)benzamide), [H][H] (hydrogen). Reaction conditions: time 2 hour.